From a dataset of the Open Reaction Database (ORD), a public repository of structured organic reaction records. describe an organic reaction: reactants, conditions, products, and yield Reactants: Cl, CCC(CO)Nc1nc(SCc2cccc(F)c2F)nc2nc(N)sc12, NC1CCCC1O. Yields the product Nc1nc2nc(SCc3cccc(F)c3F)nc(NC3CCCC3O)c2s1. Reaction SMILES: [ClH:27].[NH2:1][c:2]1[s:3][c:4]2[c:5]([n:6][c:7]([S:16][CH2:17][c:18]3[c:19]([F:25])[c:20]([F:24])[cH:21][cH:22][cH:23]3)[n:8][c:9]2[NH:10][CH:11]([CH2:12][OH:13])[CH2:14][CH3:15])[n:26]1.[NH2:28][CH:29]1[CH2:30][CH2:31][CH2:32][CH:33]1[OH:34]>>[NH2:1][c:2]1[s:3][c:4]2[c:5]([n:6][c:7]([S:16][CH2:17][c:18]3[c:19]([F:25])[c:20]([F:24])[cH:21][cH:22][cH:23]3)[n:8][c:9]2[NH:10][CH:11]2[CH:12]([OH:13])[CH2:29][CH2:15][CH2:14]2)[n:26]1. Starting materials: C(=O)C=1C=C(C(=O)OC)C=CC1O (methyl 3-formyl4-hydroxybenzoate), BrN1C(CCC1=O)=O (N-bromosuccinimide). The product is BrC=1C=C(C(=O)OC)C=C(C1O)C=O (methyl 3-bromo-5-formyl-4-hydroxybenzoate). Isolated yield 73.0%. As a reaction SMILES: [CH:1]([C:3]1[CH:4]=[C:5]([CH:10]=[CH:11][C:12]=1[OH:13])[C:6]([O:8][CH3:9])=[O:7])=[O:2].[Br:14]N1C(=O)CCC1=O>>[Br:14][C:11]1[CH:10]=[C:5]([CH:4]=[C:3]([CH:1]=[O:2])[C:12]=1[OH:13])[C:6]([O:8][CH3:9])=[O:7]. Procedure details: Proceeding as in Reference 9, but substituting methyl 3-formyl4-hydroxybenzoate (12.0 g, 66.6 mmol, 1 eq.) and N-bromosuccinimide (12.45 g, 69.9 mmol, 1.05 eq.) gave methyl 3-bromo-5-formyl-4-hydroxybenzoate (12.6 g) as a white solid.